This data is from the Open Reaction Database (ORD), a public repository of structured organic reaction records. The task is: describe an organic reaction: reactants, conditions, products, and yield The reactants are [N+](=O)([O-])C=1C=C2C=CNC2=CC1 (5-nitroindole), BrC=1C=NC=CC1 (3-bromopyridine), C([O-])([O-])=O.[K+].[K+] (potassium carbonate), [N+](=O)([O-])C1=CC=CC=C1 (nitrobenzene). The reagents and catalysts are [Cu]Br (copper (I) bromide). The solvent is N1=CC=CC=C1 (pyridine), O (water). Product: [N+](=O)([O-])C=1C=C2C=CN(C2=CC1)C=1C=NC=CC1 (5-Nitro-1-(3-pyridyl)indole). Isolated yield 86.4%. Reaction SMILES: [N+:1]([C:4]1[CH:5]=[C:6]2[C:10](=[CH:11][CH:12]=1)[NH:9][CH:8]=[CH:7]2)([O-:3])=[O:2].Br[C:14]1[CH:15]=[N:16][CH:17]=[CH:18][CH:19]=1.C(=O)([O-])[O-].[K+].[K+].[N+](C1C=CC=CC=1)([O-])=O>N1C=CC=CC=1.O.[Cu]Br>[N+:1]([C:4]1[CH:5]=[C:6]2[C:10](=[CH:11][CH:12]=1)[N:9]([C:14]1[CH:15]=[N:16][CH:17]=[CH:18][CH:19]=1)[CH:8]=[CH:7]2)([O-:3])=[O:2] |f:2.3.4|. Reported procedure: A mixture of 5-nitroindole (0.49 g, 3 mmol), 3-bromopyridine (0.95 g, 6 mmol), copper (I) bromide (60 mg, 0.42 mmol) and potassium carbonate (0.62 g, 4.5 mmol) in pyridine (2 (mL) and nitrobenzene (0.6 mL) was heated under reflux for 4 h. After cooling, the mixture was diluted with water and extracted wtih ethyl acetate. The organic extract was washed with water, dried and evaporated. The residue was chromatographed on silica gel eluted with ethyl acetate to give the title compound (0.62 g, 86.5... Reactants: FC(C(=O)O)(F)F (trifluoroacetic acid), C(C)NC(=O)C=1C=CC(=C(C1)C1=CC=C2C(=NNC2=C1)C=1CCN(CC1)C(=O)OC(C)(C)C)C (1,1-dimethylethyl 4-(6-{5-[(ethylamino)carbonyl]-2-methylphenyl}-1H-indazol-3-yl)-3,6-dihydro-1(2H)-pyridinecarboxylate), C(C)NC(=O)C=1C=CC(=C(C1)C1=CC=C2C(=NNC2=C1)C=1CCN(CC1)C(=O)OC(C)(C)C)C (1,1-dimethylethyl 4-(6-{5-[(ethylamino)carbonyl]-2-methylphenyl}-1H-indazol-3-yl)-3,6-dihydro-1(2H)-pyridinecarboxylate), FC(C(=O)O)(F)F (trifluoroacetic acid). Run in ClCCl (dichloromethane). Run at time 2 hour. Yields the product C(C)NC(C1=CC(=C(C=C1)C)C1=CC=C2C(=NNC2=C1)C=1CCNCC1)=O (N-Ethyl-4-methyl-3-[3-(1,2,3,6-tetrahydro-4-pyridinyl)-1H-indazol-6-yl]benzamide). Yield: 100.4%. RXN SMILES: [CH2:1]([NH:3][C:4]([C:6]1[CH:7]=[CH:8][C:9]([CH3:34])=[C:10]([C:12]2[CH:20]=[C:19]3[C:15]([C:16]([C:21]4[CH2:22][CH2:23][N:24](C(OC(C)(C)C)=O)[CH2:25][CH:26]=4)=[N:17][NH:18]3)=[CH:14][CH:13]=2)[CH:11]=1)=[O:5])[CH3:2].FC(F)(F)C(O)=O>ClCCl>[CH2:1]([NH:3][C:4](=[O:5])[C:6]1[CH:7]=[CH:8][C:9]([CH3:34])=[C:10]([C:12]2[CH:20]=[C:19]3[C:15]([C:16]([C:21]4[CH2:22][CH2:23][NH:24][CH2:25][CH:26]=4)=[N:17][NH:18]3)=[CH:14][CH:13]=2)[CH:11]=1)[CH3:2]. Procedure details: A solution of 1,1-dimethylethyl 4-(6-{5-[(ethylamino)carbonyl]-2-methylphenyl}-1H-indazol-3-yl)-3,6-dihydro-1(2H)-pyridinecarboxylate (Intermediate 14, 550 mg) in dichloromethane (10 ml) under nitrogen was treated dropwise with trifluoroacetic acid (0.89 ml) then stirred at room temperature for 2 h. More trifluoroacetic acid (0.89 ml) was added and stirring was continued for a further 1 h. The solvent was evaporated and the residue was dissolved in methanol and applied to an SCX ion exchange car... Starting materials: FC1=CC(=C(C=C1)C1=C(C=NC=C1)NCC(F)(F)F)OC ([4-(4-fluoro-2-methoxy-phenyl)-pyridin-3-yl]-(2,2,2-trifluoro-ethyl)-amine), FC(C=1C=C(C(=O)O)C=C(N1)C(F)(F)F)(F)F (2,6-bis(trifluoromethyl)isonicotinic acid). Yields the product FC1=CC(=C(C=C1)C1=C(C=NC=C1)N(C(C1=CC(=NC(=C1)C(F)(F)F)C(F)(F)F)=O)CC(F)(F)F)OC (N-[4-(4-Fluoro-2-methoxy-phenyl)-pyridin-3-yl]-N-(2,2,2-trifluoro-ethyl)-2,6-bis-trifluoromethyl-isonicotinamide). Reaction SMILES: [F:1][C:2]1[CH:7]=[CH:6][C:5]([C:8]2[CH:13]=[CH:12][N:11]=[CH:10][C:9]=2[NH:14][CH2:15][C:16]([F:19])([F:18])[F:17])=[C:4]([O:20][CH3:21])[CH:3]=1.[F:22][C:23]([F:38])([F:37])[C:24]1[CH:25]=[C:26]([CH:30]=[C:31]([C:33]([F:36])([F:35])[F:34])[N:32]=1)[C:27](O)=[O:28]>>[F:1][C:2]1[CH:7]=[CH:6][C:5]([C:8]2[CH:13]=[CH:12][N:11]=[CH:10][C:9]=2[N:14]([CH2:15][C:16]([F:18])([F:17])[F:19])[C:27](=[O:28])[C:26]2[CH:30]=[C:31]([C:33]([F:34])([F:35])[F:36])[N:32]=[C:24]([C:23]([F:38])([F:22])[F:37])[CH:25]=2)=[C:4]([O:20][CH3:21])[CH:3]=1. Procedure: The title compound was prepared in analogy to example 90, from [4-(4-fluoro-2-methoxy-phenyl)-pyridin-3-yl]-(2,2,2-trifluoro-ethyl)-amine (example 133, intermediate a) and 2,6-bis(trifluoromethyl)isonicotinic acid (Key Organics Ltd.) after a reaction time of 96 hours. The compound was purified by silica gel chromatography on a 20 g column using a MPLC system eluting with a gradient of n-heptane:EtOAc (100:0 to 50:50). Light brown solid (44%). MS (ESI): m/z=542.09 [M+H]+. Reactants: ClC=1C(=NC=CN1)C(C1=CC=C(C=C1)OC1=CC=CC=C1)N (C-(3-chloropyrazin-2-yl)-C-(4-phenoxyphenyl)-methylamine), C1(CC1)C(=O)O (cyclopropanecarboxylic acid), CCN(C(C)C)C(C)C (DIEA), CN(C)C(=[N+](C)C)ON1C2=C(C=CC=C2)N=N1.[B-](F)(F)(F)F (TBTU), CN(C)C=O (DMF). Reaction conditions: time 10 minute. The product is ClC=1C(=NC=CN1)C(C1=CC=C(C=C1)OC1=CC=CC=C1)NC(=O)C1CC1 (Cyclopropanecarboxylic acid [(3-chloropyrazin-2-yl)-(4-phenoxyphenyl)-methyl]-amide). The yield is 120.4%. As a reaction SMILES: [Cl:1][C:2]1[C:3]([CH:8]([NH2:22])[C:9]2[CH:14]=[CH:13][C:12]([O:15][C:16]3[CH:21]=[CH:20][CH:19]=[CH:18][CH:17]=3)=[CH:11][CH:10]=2)=[N:4][CH:5]=[CH:6][N:7]=1.[CH:23]1([C:26](O)=[O:27])[CH2:25][CH2:24]1.CCN(C(C)C)C(C)C.CN(C(ON1N=NC2C=CC=CC1=2)=[N+](C)C)C.[B-](F)(F)(F)F.CN(C=O)C>>[Cl:1][C:2]1[C:3]([CH:8]([NH:22][C:26]([CH:23]2[CH2:25][CH2:24]2)=[O:27])[C:9]2[CH:10]=[CH:11][C:12]([O:15][C:16]3[CH:21]=[CH:20][CH:19]=[CH:18][CH:17]=3)=[CH:13][CH:14]=2)=[N:4][CH:5]=[CH:6][N:7]=1 |f:3.4|. Procedure: In a 10 mL flask were added C-(3-chloropyrazin-2-yl)-C-(4-phenoxyphenyl)-methylamine (110 mg, 0.00035 mol), cyclopropanecarboxylic acid (0.056 mL, 0.00070 mol), DIEA (0.55 mL, 0.0032 mol), TBTU (0.17 g, 0.00053 mol) and DMF (5 mL, 0.07 mol). The reaction mixture was stirred at rt for 10 min. Reaction was left to stir over weekend. The reaction mixture was concentrated in vacuo, dissolved in DCM and washed with sat aq NaHCO3 followed by brine. The organics were collected and concentrated in vacuo... Reactants: IC1=C(C=NC(=C1)N1CCOCC1)NC(C(C)(C)C)=O (N-(4-iodo-6-morpholin-4-yl-pyridin-3-yl)-2,2-dimethyl-propionamide), C([O-])([O-])=O.[Na+].[Na+] (sodium carbonate), C1(=C(C=CC=C1)B(O)O)C (o-tolylboronic acid). The reagents and catalysts are C=1C=CC(=CC1)[P](C=2C=CC=CC2)(C=3C=CC=CC3)[Pd]([P](C=4C=CC=CC4)(C=5C=CC=CC5)C=6C=CC=CC6)([P](C=7C=CC=CC7)(C=8C=CC=CC8)C=9C=CC=CC9)[P](C=1C=CC=CC1)(C=1C=CC=CC1)C=1C=CC=CC1 (tetrakis(triphenylphosphine)palladium(0)). Run in C1(=CC=CC=C1)C (toluene). Conditions: temperature 80 celsius. The product is CC(C(=O)NC=1C=NC(=CC1C1=C(C=CC=C1)C)N1CCOCC1)(C)C (2,2-Dimethyl-N-(6-morpholin-4-yl-4-o-tolyl-pyridin-3-yl)-propionamide). RXN SMILES: I[C:2]1[CH:7]=[C:6]([N:8]2[CH2:13][CH2:12][O:11][CH2:10][CH2:9]2)[N:5]=[CH:4][C:3]=1[NH:14][C:15](=[O:20])[C:16]([CH3:19])([CH3:18])[CH3:17].C(=O)([O-])[O-].[Na+].[Na+].[C:27]1([CH3:36])[CH:32]=[CH:31][CH:30]=[CH:29][C:28]=1B(O)O>C1C=CC([P]([Pd]([P](C2C=CC=CC=2)(C2C=CC=CC=2)C2C=CC=CC=2)([P](C2C=CC=CC=2)(C2C=CC=CC=2)C2C=CC=CC=2)[P](C2C=CC=CC=2)(C2C=CC=CC=2)C2C=CC=CC=2)(C2C=CC=CC=2)C2C=CC=CC=2)=CC=1.C1(C)C=CC=CC=1>[CH3:17][C:16]([CH3:19])([CH3:18])[C:15]([NH:14][C:3]1[CH:4]=[N:5][C:6]([N:8]2[CH2:13][CH2:12][O:11][CH2:10][CH2:9]2)=[CH:7][C:2]=1[C:28]1[CH:29]=[CH:30][CH:31]=[CH:32][C:27]=1[CH3:36])=[O:20] |f:1.2.3,^1:40,42,61,80|. Reported procedure: A mixture of 3.50 g (9.0 mmol) N-(4-iodo-6-morpholin-4-yl-pyridin-3-yl)-2,2-dimethyl-propionamide, 35 ml toluene, 18 ml 2 N sodium carbonate solution, 312 mg (0.27 mmol) tetrakis(triphenylphosphine)palladium(0) and 1.34 g (9.9 mmol) o-tolylboronic acid was heated under argon at 80° C. for 12 h. After cooling to room temperature, the aqueous phase was separated and washed twice with ethyl acetate. The combined organic layers were washed with 50 ml brine, dried (sodium sulfate) and evaporated. Pur...